Dataset: the Open Reaction Database (ORD), a public repository of structured organic reaction records. Task: describe an organic reaction: reactants, conditions, products, and yield Reactants: Cl (hydrogen chloride), C(C)(=O)C1C(CCCC1)=O (2-acetylcyclohexanone), CC(C(CCCCC)C)C=1C=C(C=C(O)C1)O (5-(1,2-dimethylheptyl)resorcinol). Solvent: C(C)(=O)O (acetic acid). Run at time 23 hour. Product: title compounds, C1CCCC=2OC3=CC=CC=C3CC12 (tetrahydro xanthene). As a reaction SMILES: [C:1]([CH:4]1[CH2:9][CH2:8][CH2:7][CH2:6][C:5]1=[O:10])(=O)[CH3:2].C[CH:12]([C:20]1C=C(O)C=C([CH:26]=1)O)[CH:13](C)[CH2:14]CCCC.Cl>C(O)(=O)C>[CH2:9]1[C:4]2[CH2:1][C:2]3[C:14](=[CH:13][CH:12]=[CH:20][CH:26]=3)[O:10][C:5]=2[CH2:6][CH2:7][CH2:8]1. Procedure details: A solution of 2.48 g. of 2-acetylcyclohexanone and 4.17 g. of 5-(1,2-dimethylheptyl)resorcinol in 100 ml. of acetic acid is cooled to 15° and saturated with hydrogen chloride gas. The reaction mixture is allowed to warm to 25° and stirred for 23 hours. The solvent is removed in vacuo, the residue is distilled twice and the fraction boiling at 170°-190° (0.02 mm.) is collected and chromatographed on silica gel with benzene as eluant. The nonpolar fractions are rechromatographed on a silver nitrat... Product: CC(C)(CO)CC#Cc1ccc(OC(F)(F)F)cc1. Reaction SMILES: [CH2:21]1[CH2:22][CH2:23][NH:24][CH2:25][CH2:26]1.[CH3:13][C:14]([CH2:15][OH:16])([CH2:17][C:18]#[CH:19])[CH3:20].[Cu:104][I:105].[I:1][c:2]1[cH:3][cH:4][c:5]([O:8][C:9]([F:10])([F:11])[F:12])[cH:6][cH:7]1.[cH:27]1[cH:28][cH:29][c:30]([P:31]([Pd:32]([P:33]([c:34]2[cH:35][cH:36][cH:37][cH:38][cH:39]2)([c:40]2[cH:41][cH:42][cH:43][cH:44][cH:45]2)[c:46]2[cH:47][cH:48][cH:49][cH:50][cH:51]2)([P:52]([c:53]2[cH:54][cH:55][cH:56][cH:57][cH:58]2)([c:59]2[cH:60][cH:61][cH:62][cH:63][cH:64]2)[c:65]2[cH:66][cH:67][cH:68][cH:69][cH:70]2)[P:71]([c:72]2[cH:73][cH:74][cH:75][cH:76][cH:77]2)([c:78]2[cH:79][cH:80][cH:81][cH:82][cH:83]2)[c:84]2[cH:85][cH:86][cH:87][cH:88][cH:89]2)([c:90]2[cH:91][cH:92][cH:93][cH:94][cH:95]2)[c:96]2[cH:97][cH:98][cH:99][cH:100][cH:101]2)[cH:102][cH:103]1>>[c:2]1([C:19]#[C:18][CH2:17][C:14]([CH3:13])([CH2:15][OH:16])[CH3:20])[cH:3][cH:4][c:5]([O:8][C:9]([F:10])([F:11])[F:12])[cH:6][cH:7]1. Reactants: C1CCNCC1, C#CCC(C)(C)CO, [Cu]I, FC(F)(F)Oc1ccc(I)cc1, c1ccc(P(c2ccccc2)(c2ccccc2)[Pd](P(c2ccccc2)(c2ccccc2)c2ccccc2)(P(c2ccccc2)(c2ccccc2)c2ccccc2)P(c2ccccc2)(c2ccccc2)c2ccccc2)cc1.